From a dataset of the Open Reaction Database (ORD), a public repository of structured organic reaction records. describe an organic reaction: reactants, conditions, products, and yield Starting materials: BrC=1C=C2C(=NC1)O[C@@]1(C2)CN2CCC1CC2 ((2′R)-5′-bromospiro[1-azabicyclo[2.2.2]octane-3,2′(3′H)-furo[2,3-b]pyridine]), CC=1SC=C(N1)[Sn](CC)(CC)CC (2-methyl-4-triethylstannyl-thiazole). Yields the product CC=1SC=C(N1)C=1C=C2C(=NC1)O[C@@]1(C2)CN2CCC1CC2 ((2′R)-5′-(2-Methylthiazol-4-yl)spiro[1-azabicyclo[2.2.2]octane-3,2′(3′H)-furo[2,3-b]pyridine]). As a reaction SMILES: Br[C:2]1[CH:3]=[C:4]2[CH2:10][C@:9]3([CH:15]4[CH2:16][CH2:17][N:12]([CH2:13][CH2:14]4)[CH2:11]3)[O:8][C:5]2=[N:6][CH:7]=1.[CH3:18][C:19]1[S:20][CH:21]=[C:22]([Sn](CC)(CC)CC)[N:23]=1>>[CH3:18][C:19]1[S:20][CH:21]=[C:22]([C:2]2[CH:3]=[C:4]3[CH2:10][C@:9]4([CH:15]5[CH2:16][CH2:17][N:12]([CH2:13][CH2:14]5)[CH2:11]4)[O:8][C:5]3=[N:6][CH:7]=2)[N:23]=1. Reported procedure: Prepared by a method analogous to that described for the preparation of Example 1 from (2′R)-5′-bromospiro[1-azabicyclo[2.2.2]octane-3,2′(3′H)-furo[2,3-b]pyridine] and 2-methyl-4-triethylstannyl-thiazole. The title compound was obtained as a colourless solid; m/e 314 (MH+). Starting materials: [Cl-].[NH4+] (ammonium chloride), C(C1=CC=CC=C1)SCC(C=O)(CCC)CSCC1=CC=CC=C1 (2,2-di-(benzylthiomethyl)pentanal), C[Mg]I (methyl magnesium iodide). Solvent: C(C)OCC (diethyl ether), C(C)OCC (diethyl ether). Run at time 30 minute. The product is C(C1=CC=CC=C1)SCC(C(C)O)(CCC)CSCC1=CC=CC=C1 (3,3-Di-(benzylthiomethyl)hexan-2-ol), oil. Reaction SMILES: [CH2:1]([S:8][CH2:9][C:10]([CH2:16][S:17][CH2:18][C:19]1[CH:24]=[CH:23][CH:22]=[CH:21][CH:20]=1)([CH2:13][CH2:14][CH3:15])[CH:11]=[O:12])[C:2]1[CH:7]=[CH:6][CH:5]=[CH:4][CH:3]=1.[CH3:25][Mg]I.[Cl-].[NH4+]>C(OCC)C>[CH2:18]([S:17][CH2:16][C:10]([CH2:9][S:8][CH2:1][C:2]1[CH:3]=[CH:4][CH:5]=[CH:6][CH:7]=1)([CH2:13][CH2:14][CH3:15])[CH:11]([OH:12])[CH3:25])[C:19]1[CH:20]=[CH:21][CH:22]=[CH:23][CH:24]=1 |f:2.3|. Procedure: A solution of 2,2-di-(benzylthiomethyl)pentanal (3.54 g) in dry diethyl ether was added dropwise to a stirred solution of methyl magnesium iodide [prepared from methyl iodide (1.2 ml) and magnesium (0.48 g)] in dry diethyl ether (60 ml). The reaction mixture was refluxed for 2 hours and then cooled. Saturated aqueous ammonium chloride solution was added. The mixture was stirred for 30 minutes and extracted with diethyl ether. The ethereal extracts were dried over anhydrous magnesium sulphate and... Yields the product [N+](=O)([O-])C1=CC=C(COC(=O)N2[C@@H]3C(S[C@H](C2)C3)=O)C=C1 ((1S,4S)-5-p-nitrobenzyloxycarbonyl-2-thia-5-azabicyclo-[2.2.1]heptan-3-one). Procedure: To a solution of crude (2S,4R)-1-p-nitrobenzyloxycarbonyl -4-methanesulfonyloxy-2-pyrrolidinethiocarboxylic acid (4.0 g) obtained in Example 8 in methylene chloride (40 ml) was added pyridine (1.91 g). The mixture was heated under refluxing for 7 hours. After the reaction was over, the mixture was washed with aqueous 1 mole/1 hydrochloric acid solution. The organic layer was dried over magnesium sulfate. After the solvent was distilled, residue was purified by silica gel chromatography to give (... The reactants are [N+](=O)([O-])C1=CC=C(COC(=O)N2[C@@H](C[C@H](C2)OS(=O)(=O)C)C(O)=S)C=C1 ((2S,4R)-1-p-nitrobenzyloxycarbonyl-4-methanesulfonyloxy -2-pyrrolidinethiocarboxylic acid), N1=CC=CC=C1 (pyridine). The solvent is C(Cl)Cl (methylene chloride). RXN SMILES: [N+:1]([C:4]1[CH:26]=[CH:25][C:7]([CH2:8][O:9][C:10]([N:12]2[CH2:16][C@H:15](OS(C)(=O)=O)[CH2:14][C@H:13]2[C:22](=[S:24])[OH:23])=[O:11])=[CH:6][CH:5]=1)([O-:3])=[O:2].N1C=CC=CC=1>C(Cl)Cl>[N+:1]([C:4]1[CH:26]=[CH:25][C:7]([CH2:8][O:9][C:10]([N:12]2[CH2:16][C@@H:15]3[CH2:14][C@H:13]2[C:22](=[O:23])[S:24]3)=[O:11])=[CH:6][CH:5]=1)([O-:3])=[O:2].